Dataset: the Open Reaction Database (ORD), a public repository of structured organic reaction records. Task: describe an organic reaction: reactants, conditions, products, and yield Starting materials: CCCC[Mg+], CCB(CC)CC, C1CCOC1, COc1ccc(-n2nc(C(F)(F)F)nc2-c2ccc(S(C)(=O)=O)cc2)cc1, CC(=O)[O-], [Cl-], NOS(=O)(=O)O, [Na+], O. The product is COc1ccc(-n2nc(C(F)(F)F)nc2-c2ccc(S(N)(=O)=O)cc2)cc1. Reaction SMILES: [CH2:29]([Mg+:30])[CH2:31][CH2:32][CH3:33].[CH2:34]([B:35]([CH2:36][CH3:37])[CH2:38][CH3:39])[CH3:40].[CH2:52]1[O:53][CH2:54][CH2:55][CH2:56]1.[CH3:1][O:2][c:3]1[cH:4][cH:5][c:6](-[n:9]2[n:10][c:11]([C:24]([F:25])([F:26])[F:27])[n:12][c:13]2-[c:14]2[cH:15][cH:16][c:17]([S:20](=[O:21])(=[O:22])[CH3:23])[cH:18][cH:19]2)[cH:7][cH:8]1.[CH3:48][C:49](=[O:50])[O-:51].[Cl-:28].[NH2:41][O:42][S:43]([OH:44])(=[O:45])=[O:46].[Na+:47].[OH2:57]>>[CH3:1][O:2][c:3]1[cH:4][cH:5][c:6](-[n:9]2[n:10][c:11]([C:24]([F:25])([F:26])[F:27])[n:12][c:13]2-[c:14]2[cH:15][cH:16][c:17]([S:20](=[O:21])(=[O:22])[NH2:41])[cH:18][cH:19]2)[cH:7][cH:8]1. The reactants are BrC/1=CC(O\C1=C/Br)=O ((Z)-4-bromo-5-(bromomethylene)furan-2(5H)-one), S1C(=CC=C1)B(O)O (2-thiopheneboronic acid), [F-].[Cs+] (cesium fluoride). The reagents and catalysts are [I-].C(CCC)[N+](CCCC)(CCCC)CCCC (tetrabutylammonium iodide), Cl[Pd]([P](C1=CC=CC=C1)(C2=CC=CC=C2)C3=CC=CC=C3)([P](C4=CC=CC=C4)(C5=CC=CC=C5)C6=CC=CC=C6)Cl (trans-dichlorobis(triphenylphosphine)palladium). The solvent is C1(=CC=CC=C1)C (toluene), O (water), [Cl-].[Na+].O (Brine). Reaction conditions: time 72 hour. The product is S1C(=CC=C1)C/1=CC(O\C1=C/C=1SC=CC1)=O ((Z)-4-(Thiophen-2-yl)-5-(thiophen-2-ylmethylene)furan-2(5H)-one). As a reaction SMILES: Br[C:2]1=[CH:3][C:4](=[O:9])[O:5]/[C:6]/1=[CH:7]\Br.[S:10]1[CH:14]=[CH:13][CH:12]=[C:11]1B(O)O.[F-].[Cs+]>[I-].C([N+](CCCC)(CCCC)CCCC)CCC.C1(C)C=CC=CC=1.O.[Cl-].[Na+].O.Cl[Pd](Cl)([P](C1C=CC=CC=1)(C1C=CC=CC=1)C1C=CC=CC=1)[P](C1C=CC=CC=1)(C1C=CC=CC=1)C1C=CC=CC=1>[S:10]1[CH:14]=[CH:13][CH:12]=[C:11]1[C:2]1=[CH:3][C:4](=[O:9])[O:5]/[C:6]/1=[CH:7]\[C:11]1[S:10][CH:14]=[CH:13][CH:12]=1 |f:2.3,4.5,8.9.10,^1:51,70|. Reported procedure: A mixture containing (Z)-4-bromo-5-(bromomethylene)furan-2(5H)-one (0.503 g, 1.981 mmol), 2-thiopheneboronic acid (0.560 g, 4.377 mmol), trans-dichlorobis(triphenylphosphine)palladium (II) (0.072 g, 1.026×10−1 mmol), tetrabutylammonium iodide (0.072 g, 1.002×10−1 mmol) and cesium fluoride (1.257 g, 8.275 mmol) in toluene (10 mL) and water (10 mL) was stirred at room temperature for 72 h under nitrogen. Brine (50 mL) was added and the product extracted with ethyl acetate (3×50 mL). The organic fr... Reactants: ClN1C(CCC1=O)=O (N-chlorosuccinimide), O (water), NC1=CC(=NC(=N1)C1=CC=C(C=C1)Cl)C(=O)O (6-amino-2-(4-chlorophenyl)-4-pyrimidinecarboxylic acid), NC1=CC(=NC(=N1)C1=CC=C(C=C1)Cl)C(=O)O (6-amino-2-(4-chlorophenyl)-4-pyrimidinecarboxylic acid), ClN1C(CCC1=O)=O (N-chlorosuccinimide). The solvent is CN(C=O)C (N,N-dimethylformamide). Run at temperature 65 celsius. Product: NC1=C(C(=NC(=N1)C1=CC=C(C=C1)Cl)C(=O)O)Cl (6-amino-5-chloro-2-(4-chlorophenyl)-4-pyrimidinecarboxylic acid). RXN SMILES: [NH2:1][C:2]1[N:7]=[C:6]([C:8]2[CH:13]=[CH:12][C:11]([Cl:14])=[CH:10][CH:9]=2)[N:5]=[C:4]([C:15]([OH:17])=[O:16])[CH:3]=1.[Cl:18]N1C(=O)CCC1=O.O>CN(C)C=O>[NH2:1][C:2]1[N:7]=[C:6]([C:8]2[CH:9]=[CH:10][C:11]([Cl:14])=[CH:12][CH:13]=2)[N:5]=[C:4]([C:15]([OH:17])=[O:16])[C:3]=1[Cl:18]. Reported procedure: To a solution of 6-amino-2-(4-chlorophenyl)-4-pyrimidinecarboxylic acid (i.e. the product of Step B) (75 g, 300 mmol) in N,N-dimethylformamide (300 mL) at 50° C. was added portionwise N-chlorosuccinimide (44.1 g, 330 mmol). The temperature of the reaction mixture increased exothermically to 65° C. Then the reaction mixture was heated at 55° C. for 3 h. Additional N-chlorosuccinimide (14 g, 90 mmol) was added portionwise, and the reaction mixture was maintained at 55° C. for 30 minutes. After the... The reactants are solution, [H-].[Al+3].[Li+].[H-].[H-].[H-] (lithium aluminum hydride), FC(OC=1C=C2C=3CC(CCC3NC2=CC1)C(=O)N)(F)F (6-(trifluoromethoxy)-2,3,4,9-tetrahydro-1H-carbazole-3-carboxamide). Run in O1CCCC1 (terahydrofuran), O1CCCC1 (tetrahydrofuran). Reaction conditions: temperature 70 celsius. Yields the product FC(OC=1C=C2C=3CC(CCC3NC2=CC1)CN)(F)F (1-[6-(Trifluoromethoxy)-2,3,4,9-tetrahydro-1H-carbazol-3-yl]methanamine). Isolated yield 81.4%. As a reaction SMILES: [F:1][C:2]([F:21])([F:20])[O:3][C:4]1[CH:5]=[C:6]2[C:14](=[CH:15][CH:16]=1)[NH:13][C:12]1[CH2:11][CH2:10][CH:9]([C:17]([NH2:19])=O)[CH2:8][C:7]2=1.[H-].[Al+3].[Li+].[H-].[H-].[H-]>O1CCCC1>[F:21][C:2]([F:1])([F:20])[O:3][C:4]1[CH:5]=[C:6]2[C:14](=[CH:15][CH:16]=1)[NH:13][C:12]1[CH2:11][CH2:10][CH:9]([CH2:17][NH2:19])[CH2:8][C:7]2=1 |f:1.2.3.4.5.6|. Reported procedure: To a stirred solution of 6-(trifluoromethoxy)-2,3,4,9-tetrahydro-1H-carbazole-3-carboxamide of Step 3 (1.22 g, 4.09 mmol) in anhydrous tetrahydrofuran kept under nitrogen, was added via syringe a 1M solution of lithium aluminum hydride in terahydrofuran (8.18 mmol). The pale yellow suspension was heated at 70° C. for 1 hour, allowed to cool to room temperature and then placed in an ice water bath. Under vigorous stirring the mixture was quenched with ethyl acetate, followed by a saturated aqueou... The reactants are Cl.COC=1C=C(C=CC1OC)C=1C(C(N(N1)C1CCNCC1)=O)(C)C (5-(3,4-dimethoxyphenyl)-4,4-dimethyl-2-(piperidin-4-yl)-2,4-dihydro-3H-pyrazol-3-one hydrochloride), Cl.COC=1C=C(C=CC1OC)C=1C(C(N(N1)C1CCNCC1)=O)(C)C (5-(3,4-dimethoxyphenyl)-4,4-dimethyl-2-(piperidin-4-yl)-2,4-dihydro-3H-pyrazol-3-one hydrochloride), COC1=CC=C(C=C1)S(=O)(=O)Cl (4-methoxybenzenesulfonyl chloride). Yields the product COC=1C=C(C=CC1OC)C=1C(C(N(N1)C1CCN(CC1)S(=O)(=O)C1=CC=C(C=C1)OC)=O)(C)C (5-(3,4-Dimethoxyphenyl)-2-{1-[(4-methoxyphenyl)sulfonyl]piperidin-4-yl}-4,4-dimethyl-2,4-dihydro-3H-pyrazol-3-one). RXN SMILES: Cl.[CH3:2][O:3][C:4]1[CH:5]=[C:6]([C:12]2[C:13]([CH3:25])([CH3:24])[C:14](=[O:23])[N:15]([CH:17]3[CH2:22][CH2:21][NH:20][CH2:19][CH2:18]3)[N:16]=2)[CH:7]=[CH:8][C:9]=1[O:10][CH3:11].[CH3:26][O:27][C:28]1[CH:33]=[CH:32][C:31]([S:34](Cl)(=[O:36])=[O:35])=[CH:30][CH:29]=1>>[CH3:2][O:3][C:4]1[CH:5]=[C:6]([C:12]2[C:13]([CH3:25])([CH3:24])[C:14](=[O:23])[N:15]([CH:17]3[CH2:22][CH2:21][N:20]([S:34]([C:31]4[CH:30]=[CH:29][C:28]([O:27][CH3:26])=[CH:33][CH:32]=4)(=[O:36])=[O:35])[CH2:19][CH2:18]3)[N:16]=2)[CH:7]=[CH:8][C:9]=1[O:10][CH3:11] |f:0.1|. Procedure: The title compound is prepared analogously as described for GP1 using 5-(3,4-dimethoxyphenyl)-4,4-dimethyl-2-(piperidin-4-yl)-2,4-dihydro-3H-pyrazol-3-one hydrochloride (compound B1*HCl) and 4-methoxybenzenesulfonyl chloride as starting compounds. The crude product is purified by crystallization from methanol to yield the title compound.